Dataset: the Open Reaction Database (ORD), a public repository of structured organic reaction records. Task: describe an organic reaction: reactants, conditions, products, and yield Starting materials: Cc1[nH]c(-c2ccc([N+](=O)[O-])cc2)nc1CO, O, O=[N+]([O-])O. Product: Cc1[nH]c(-c2ccc([N+](=O)[O-])cc2)nc1C=O. RXN SMILES: [CH3:1][c:2]1[c:3]([CH2:16][OH:17])[n:4][c:5](-[c:7]2[cH:8][cH:9][c:10]([N+:13](=[O:14])[O-:15])[cH:11][cH:12]2)[nH:6]1.[OH2:22].[OH:18][N+:19](=[O:20])[O-:21]>>[CH3:1][c:2]1[c:3]([CH:16]=[O:17])[n:4][c:5](-[c:7]2[cH:8][cH:9][c:10]([N+:13](=[O:14])[O-:15])[cH:11][cH:12]2)[nH:6]1. Reactants: COCCOC([C@@H](NC(=O)OCC1=CC=CC=C1)CC1=CC=CC=C1)=O (N-(carbobenzyloxy)-L-phenylalanine 2-methoxy-ethyl ester), [H][H] (Hydrogen). The reagents and catalysts are [Pd] (palladium on charcoal). Solvent: C(C)O (ethanol), C(C)(=O)OCC (ethyl acetate). Product: COCCOC([C@@H](N)CC1=CC=CC=C1)=O (L-phenylalanine 2-methoxy-ethyl ester). The yield is 91.0%. RXN SMILES: [CH3:1][O:2][CH2:3][CH2:4][O:5][C:6](=[O:26])[C@H:7]([CH2:19][C:20]1[CH:25]=[CH:24][CH:23]=[CH:22][CH:21]=1)[NH:8]C(OCC1C=CC=CC=1)=O.[H][H]>C(O)C.[Pd].C(OCC)(=O)C>[CH3:1][O:2][CH2:3][CH2:4][O:5][C:6](=[O:26])[C@H:7]([CH2:19][C:20]1[CH:21]=[CH:22][CH:23]=[CH:24][CH:25]=1)[NH2:8]. Reported procedure: A solution of N-(carbobenzyloxy)-L-phenylalanine 2-methoxy-ethyl ester (4.4 g, 12.3 mmol) in ethanol (75 mL) was treated with palladium on charcoal catalyst (440 mg, 10% Pd on charcoal) as a slurry in ethyl acetate (10 mL). Hydrogen gas was passed through the suspension for 3 hours. The reaction mixture was filtered and concentrated under reduced pressure to provide L-phenylalanine 2-methoxy-ethyl ester as a colourless oil (2.5 g, 92%). 1H-NMR; d (methanol-d4), 7.35-7.20 (5H, m), 4.27 (2H, m), 3... The reactants are CC=1C(C=CC(C1C)=O)=O (2,3-dimethyl-1,4-benzoquinone), C(=O)(C(=O)O)OC(CC(=O)OC)(C(C)C)C (methyl 3-oxalooxy-3,4-dimethylpentanoate). Product: CC=1C(C=C(C(C1C)=O)C(CC(=O)OC)(C(C)C)C)=O (methyl 3-(2,3-dimethyl-1,4-benzoquinonyl)-3,4-dimethylpentanoate). Isolated yield 36.0%. RXN SMILES: [CH3:1][C:2]1[C:3](=[O:10])[CH:4]=[CH:5][C:6](=[O:9])[C:7]=1[CH3:8].C(O[C:17]([CH3:26])([CH:23]([CH3:25])[CH3:24])[CH2:18][C:19]([O:21][CH3:22])=[O:20])(C(O)=O)=O>>[CH3:1][C:2]1[C:3](=[O:10])[CH:4]=[C:5]([C:17]([CH3:26])([CH:23]([CH3:25])[CH3:24])[CH2:18][C:19]([O:21][CH3:22])=[O:20])[C:6](=[O:9])[C:7]=1[CH3:8]. Reported procedure: Using an analogous procedure to that described in the first paragraph of the portion of Example 21 which is concerned with the preparation of starting materials, 2,3-dimethyl-1,4-benzoquinone was reacted with methyl 3-oxalooxy-3,4-dimethylpentanoate to give methyl 3-(2,3-dimethyl-1,4-benzoquinonyl)-3,4-dimethylpentanoate in 36% yield; NMR Spectrum: (CDCl3) 0.6 (d, 3H), 0.86 (d, 3H), 1.02 (s, 3H), 1.93 (s, 3H), 1.94 (s, 3H), 2.32 (, 1H), 2.45 (d, 1H), 3.31 (d, 1H), 3.45 (s, 3H), 6.38 (s, 1H). The yield is 27.7%. Conditions: temperature 110 celsius. Run in C1(=CC=CC=C1)C (toluene). RXN SMILES: O[C:2]1([C:20]([F:23])([F:22])[F:21])[CH2:7][C:6](O)([C:8]([F:11])([F:10])[F:9])[NH:5][C:4]([CH2:13][CH2:14][C:15]([O:17][CH2:18][CH3:19])=[O:16])=[N:3]1.C1(C)C=CC(S(O)(=O)=O)=CC=1.C(=O)([O-])[O-].[Na+].[Na+]>C1(C)C=CC=CC=1>[F:11][C:8]([F:9])([F:10])[C:6]1[CH:7]=[C:2]([C:20]([F:23])([F:21])[F:22])[N:3]=[C:4]([CH2:13][CH2:14][C:15]([O:17][CH2:18][CH3:19])=[O:16])[N:5]=1 |f:2.3.4|. Product: FC(C1=NC(=NC(=C1)C(F)(F)F)CCC(=O)OCC)(F)F (Ethyl 3-(4,6-bis(trifluoromethyl)pyrimidin-2-yl)propanoate). Procedure details: A mixture of ethyl 3-(4,6-dihydroxy-4,6-bis(trifluoromethyl)-1,4,5,6-tetrahydropyrimidin-2-yl)propanoate (400 mg, 1.14 mmol), p-toluenesulfonic acid (210 mg, 1.14 mmol), and toluene was heated to 110° C. for 2 h. The reaction was then cooled to room temperature, the mixture was neutralized with saturated sodium carbonate solution to pH 7 and then extracted with EtOAc (50 mL×3). The combined organic layers were washed with brine (30 mL), dried over anhydrous sodium sulfate, and concentrated under... Reactants: OC1(N=C(NC(C1)(C(F)(F)F)O)CCC(=O)OCC)C(F)(F)F (ethyl 3-(4,6-dihydroxy-4,6-bis(trifluoromethyl)-1,4,5,6-tetrahydropyrimidin-2-yl)propanoate), C1(=CC=C(C=C1)S(=O)(=O)O)C (p-toluenesulfonic acid), C([O-])([O-])=O.[Na+].[Na+] (sodium carbonate). Starting materials: C(C=1C(N)=CC=CC1)(=O)O (anthranilic acid), CN=C=S (methyl isothiocyanate). The solvent is C(C)O (ethanol). Product: SC1=NC2=CC=CC=C2C(N1C)=O (2-mercapto-3-methyl-3,4-dihydroquinazolin-4-one). The yield is 41.2%. As a reaction SMILES: [C:1]([OH:10])(=O)[C:2]1[C:3](=[CH:5][CH:6]=[CH:7][CH:8]=1)[NH2:4].[CH3:11][N:12]=[C:13]=[S:14]>C(O)C>[SH:14][C:13]1[N:12]([CH3:11])[C:1](=[O:10])[C:2]2[C:3](=[CH:5][CH:6]=[CH:7][CH:8]=2)[N:4]=1. Procedure details: A mixture of anthranilic acid (22.5 g), methyl isothiocyanate (12.5 g) and ethanol (200 ml) was refluxed for 3 hours, cooled and the precipitate filtered off and washed with water. Recrystallisation from ethanol gave 2-mercapto-3-methyl-3,4-dihydroquinazolin-4-one (13.0 g, m.p. 265°-266°). A mixture of this material (5.76 g) hydrazine hydrate (20 ml) and ethanol (30 ml) was refluxed for 30 minutes, then cooled. The precipitate was filtered off, washed with water and dried to give the 2-hydrazino... The reactants are O.[OH-].[Li+] (lithium hydroxide monohydrate), C(C)(C)(C)C1=NN(C(=C1)C(F)(F)F)CC(=O)OCC (ethyl [3-tert-butyl-5-(trifluoromethyl)-1H-pyrazol-1-yl]acetate). The solvent is O (water), O1CCCC1 (tetrahydrofuran). Conditions: time 2 hour. Product: C(C)(C)(C)C1=NN(C(=C1)C(F)(F)F)CC(=O)O ([3-tert-Butyl-5-(trifluoromethyl)-1H-pyrazol-1-yl]acetic acid). RXN SMILES: O.[OH-].[Li+].[C:4]([C:8]1[CH:12]=[C:11]([C:13]([F:16])([F:15])[F:14])[N:10]([CH2:17][C:18]([O:20]CC)=[O:19])[N:9]=1)([CH3:7])([CH3:6])[CH3:5]>O.O1CCCC1>[C:4]([C:8]1[CH:12]=[C:11]([C:13]([F:16])([F:14])[F:15])[N:10]([CH2:17][C:18]([OH:20])=[O:19])[N:9]=1)([CH3:7])([CH3:5])[CH3:6] |f:0.1.2|. Procedure: At room temperature, a solution of lithium hydroxide monohydrate (2.35 g) in water (20 ml) is added dropwise to a solution of ethyl [3-tert-butyl-5-(trifluoromethyl)-1H-pyrazol-1-yl]acetate (XVI-1, 7.80 g) in tetrahydrofuran (80 ml). The reaction mixture is stirred for 2 hours. After removal of the solvent under reduced pressure, the residue is, at 0° C., slowly adjusted to pH 2-3 using dilute hydrochloric acid (1M). This gives, after filtration and drying, [3-tert-butyl-5-(trifluoromethyl)-1H-p...